Dataset: the Open Reaction Database (ORD), a public repository of structured organic reaction records. Task: describe an organic reaction: reactants, conditions, products, and yield Starting materials: N(=C=O)C(C(=O)OCC)C(C)C (ethyl 2-isocyanato-3-methybutyrate), OC1=C(N)C=CC(=C1)[N+](=O)[O-] (2-hydroxy-4-nitroaniline). The solvent is CN(C)C=O (DMF). Run at temperature 80 celsius, time 16 hour. The product is OC1=C(C=CC(=C1)[N+](=O)[O-])NC(=O)NC(C(C)C)C(=O)OCC (N-(2-Hydroxy-4-nitrophenyl)-N'-[1-(ethoxycarbonyl)-2-methylpropyl)urea). The yield is 66.2%. As a reaction SMILES: [N:1]([CH:4]([CH:10]([CH3:12])[CH3:11])[C:5]([O:7][CH2:8][CH3:9])=[O:6])=[C:2]=[O:3].[OH:13][C:14]1[CH:20]=[C:19]([N+:21]([O-:23])=[O:22])[CH:18]=[CH:17][C:15]=1[NH2:16]>CN(C=O)C>[OH:13][C:14]1[CH:20]=[C:19]([N+:21]([O-:23])=[O:22])[CH:18]=[CH:17][C:15]=1[NH:16][C:2]([NH:1][CH:4]([C:5]([O:7][CH2:8][CH3:9])=[O:6])[CH:10]([CH3:11])[CH3:12])=[O:3]. Procedure details: To a solution of ethyl 2-isocyanato-3-methybutyrate (333 mg, 1.95 mmol) in DMF (1.0 ml), 2-hydroxy-4-nitroaniline (300 mg, 1.95 mmol) was added. The reaction mixture was stirred at 80° C. for 16 hours. Chromatography of the resulting liquid on silica gel gave desired product (420 mg, 66%). EI-MS m/z 326 (M+). Starting materials: C(CCC)C1=NC=C(C(N1CC1=CC=C(C=C1)C1=C(C=CC=C1)C1=NN=NN1)=O)C(=O)OCC (2-n-Butyl-3-(2'-(tetrazol-5-yl)biphenyl-4-yl)methyl-5-ethoxycarbonylpyrimidin-4(3H)-one), ester, [OH-].[Na+] (sodium hydroxide), CO (methanol), Cl (HCl). Run in O (water). The product is C(CCC)C1=NC=C(C(N1CC1=CC=C(C=C1)C1=C(C=CC=C1)C1=NN=NN1)=O)C(=O)O (2-n-Butyl-3-(2'-(tetrazol-5-yl)-biphen-4-yl)methyl-5-carboxypyrimidin-4(3H)-one). RXN SMILES: [CH2:1]([C:5]1[N:10]([CH2:11][C:12]2[CH:17]=[CH:16][C:15]([C:18]3[CH:23]=[CH:22][CH:21]=[CH:20][C:19]=3[C:24]3[NH:28][N:27]=[N:26][N:25]=3)=[CH:14][CH:13]=2)[C:9](=[O:29])[C:8]([C:30]([O:32]CC)=[O:31])=[CH:7][N:6]=1)[CH2:2][CH2:3][CH3:4].[OH-].[Na+].CO.Cl>O>[CH2:1]([C:5]1[N:10]([CH2:11][C:12]2[CH:13]=[CH:14][C:15]([C:18]3[CH:23]=[CH:22][CH:21]=[CH:20][C:19]=3[C:24]3[NH:28][N:27]=[N:26][N:25]=3)=[CH:16][CH:17]=2)[C:9](=[O:29])[C:8]([C:30]([OH:32])=[O:31])=[CH:7][N:6]=1)[CH2:2][CH2:3][CH3:4] |f:1.2|. Procedure: The title compound is prepared by treating 2-n-butyl-3-(2'-(tetrazol-5-yl)-biphen-4-yl)methyl-5-ethoxycarbonylpyrimidin-4(3H)-one (from Example 8) with an ester hydrolyzing agent such as sodium hydroxide in an appropriate solvent such as methanol, possibly with heating. Addition of water, acidification with concentrated HCl, saturation with NaCl, extraction with ether, washing of the combined organic extracts with brine, drying of the organic material over an appropriate drying agent such as MgS...